This data is from the Open Reaction Database (ORD), a public repository of structured organic reaction records. The task is: describe an organic reaction: reactants, conditions, products, and yield The reactants are C(#N)C1=CC=C(C=C1)NC=1C=NC=NC1 (5-[(4-cyanophenyl)amino]pyrimidine), BrCC1=CC=C(C=C1)C#N (α-bromo-p-tolunitrile). Product: C(#N)C1=CC=C(CN(C2=CC=C(C=C2)C#N)C=2C=NC=NC2)C=C1 (5-[N-(4-Cyanobenzyl)-N-(4-cyanophenyl)amino]pyrimidine). As a reaction SMILES: [C:1]([C:3]1[CH:8]=[CH:7][C:6]([NH:9][C:10]2[CH:11]=[N:12][CH:13]=[N:14][CH:15]=2)=[CH:5][CH:4]=1)#[N:2].Br[CH2:17][C:18]1[CH:23]=[CH:22][C:21]([C:24]#[N:25])=[CH:20][CH:19]=1>>[C:24]([C:21]1[CH:22]=[CH:23][C:18]([CH2:17][N:9]([C:10]2[CH:15]=[N:14][CH:13]=[N:12][CH:11]=2)[C:6]2[CH:7]=[CH:8][C:3]([C:1]#[N:2])=[CH:4][CH:5]=2)=[CH:19][CH:20]=1)#[N:25]. Procedure details: Starting compounds: 5-[(4-cyanophenyl)amino]pyrimidine and α-bromo-p-tolunitrile Starting materials: ClCCN1C(=NC=C1[N+](=O)[O-])C (1-(2-chloroethyl)-2-methyl-5-nitroimidazole), [Na] (sodium), C1(=CC=CC=C1)C1(C(NC(N1)=O)=O)C1=CC=CC=C1 (5,5-diphenylhydantoin), CN(C=O)C (dimethylformamide). Solvent: CCOCC (ether), CO (methanol), C1(=CC=CC=C1)C (toluene). Conditions: time 4 hour. Yields the product CC=1N(C(=CN1)[N+](=O)[O-])CCN1C(NC(C1=O)(C1=CC=CC=C1)C1=CC=CC=C1)=O (3-[2-(2-methyl-5 -nitro-1-imidazolyl)ethyl]-5,5-diphenylhydantoin). RXN SMILES: Cl[CH2:2][CH2:3][N:4]1[C:8]([N+:9]([O-:11])=[O:10])=[CH:7][N:6]=[C:5]1[CH3:12].[Na].[C:14]1([C:20]2([C:27]3[CH:32]=[CH:31][CH:30]=[CH:29][CH:28]=3)[NH:24][C:23](=[O:25])[NH:22][C:21]2=[O:26])[CH:19]=[CH:18][CH:17]=[CH:16][CH:15]=1.CN(C)C=O>CCOCC.C1(C)C=CC=CC=1.CO>[CH3:12][C:5]1[N:4]([CH2:3][CH2:2][N:22]2[C:21](=[O:26])[C:20]([C:27]3[CH:28]=[CH:29][CH:30]=[CH:31][CH:32]=3)([C:14]3[CH:19]=[CH:18][CH:17]=[CH:16][CH:15]=3)[NH:24][C:23]2=[O:25])[C:8]([N+:9]([O-:11])=[O:10])=[CH:7][N:6]=1 |^1:12|. Procedure: 1.4 Parts of 1-(2-chloroethyl)-2-methyl-5-nitroimidazole is mixed with 2.5 parts of the sodium salt of 5,5-diphenylhydantoin and 75 parts of dimethylformamide is added under nitrogen. The mixture is heated on a steam bath for 1 hour and then 10 parts of methanol is added and heating is continued for an additional 4 hours. The solvent is then evaporated on the steam bath under a stream of nitrogen to leave a residual mixture of solid and oil. The residue is mixed with toluene and filtered to remo... The reactants are P(Cl)(Cl)(Cl)(Cl)Cl (PCl5), IC=1C=C(C(=O)O)C=CC1OC (3-iodo-p-anisic acid). Run in C(Cl)(Cl)Cl (CHCl3). Product: IC=1C=C(C(=O)Cl)C=CC1OC (3-Iodo-p-anisoyl chloride). The yield is 85.3%. Reaction SMILES: P(Cl)(Cl)(Cl)(Cl)[Cl:2].[I:7][C:8]1[CH:9]=[C:10]([CH:14]=[CH:15][C:16]=1[O:17][CH3:18])[C:11](O)=[O:12]>C(Cl)(Cl)Cl>[I:7][C:8]1[CH:9]=[C:10]([CH:14]=[CH:15][C:16]=1[O:17][CH3:18])[C:11]([Cl:2])=[O:12]. Procedure details: To a suspension of PCl5 (33.0 g, 158 mmol) in 30 mL CHCl3 was added, with magnetic stirring, 3-iodo-p-anisic acid (40.0 g, 144 mmol) in small portions. The solution was heated at reflux for b 1 h under a gentle nitrogen sweep, during which time the solution became homogenous. The solvent was evaporated under reduced pressure, then the residue was distilled under high vacuum. The fraction distilling at 152-156° C. (5 mm Hg; lit.10 bp 183-185° C., 12-13 mm Hg) was collected, which rapidly solidifi... Starting materials: COC(=O)N1CC(c2c[nH]c3cc(F)ccc23)C2C1CCN2C(=O)C(NC(=O)OC(C)(C)C)C1CCCCC1, ClCCl, O=C(O)C(F)(F)F. Product: COC(=O)N1CC(c2c[nH]c3cc(F)ccc23)C2C1CCN2C(=O)C(N)C1CCCCC1. Reaction SMILES: [CH3:1][O:2][C:3](=[O:4])[N:5]1[CH:6]2[CH:7]([CH:8]([c:10]3[cH:11][nH:12][c:13]4[cH:14][c:15]([F:19])[cH:16][cH:17][c:18]34)[CH2:9]1)[N:20]([C:23]([CH:24]([CH:25]1[CH2:26][CH2:27][CH2:28][CH2:29][CH2:30]1)[NH:31][C:32]([O:33][C:34]([CH3:35])([CH3:36])[CH3:37])=[O:38])=[O:39])[CH2:21][CH2:22]2.[Cl:47][CH2:48][Cl:49].[F:40][C:41]([F:42])([F:43])[C:44]([OH:45])=[O:46]>>[CH3:1][O:2][C:3](=[O:4])[N:5]1[CH:6]2[CH:7]([CH:8]([c:10]3[cH:11][nH:12][c:13]4[cH:14][c:15]([F:19])[cH:16][cH:17][c:18]34)[CH2:9]1)[N:20]([C:23]([CH:24]([CH:25]1[CH2:26][CH2:27][CH2:28][CH2:29][CH2:30]1)[NH2:31])=[O:39])[CH2:21][CH2:22]2. Starting materials: C(C1=CC=CC=C1)N1CC(CCCC1)COC1=CC(=C(C=C1)F)C (1-Benzyl-3-[(4-fluoro-3-methylphenoxy)methyl]azepane). The reagents and catalysts are [OH-].[OH-].[Pd+2] (palladium hydroxide on carbon). The solvent is CO (MeOH). Run at time 30 minute. Product: FC1=C(C=C(OCC2CNCCCC2)C=C1)C (3-[(4-Fluoro-3-methylphenoxy)methyl]azepane). As a reaction SMILES: C([N:8]1[CH2:14][CH2:13][CH2:12][CH2:11][CH:10]([CH2:15][O:16][C:17]2[CH:22]=[CH:21][C:20]([F:23])=[C:19]([CH3:24])[CH:18]=2)[CH2:9]1)C1C=CC=CC=1>CO.[OH-].[OH-].[Pd+2]>[F:23][C:20]1[CH:21]=[CH:22][C:17]([O:16][CH2:15][CH:10]2[CH2:11][CH2:12][CH2:13][CH2:14][NH:8][CH2:9]2)=[CH:18][C:19]=1[CH3:24] |f:2.3.4|. Procedure: A solution of 1-5 (226 mg, 0.690 mmol) in MeOH (5 ml) was treated with 10 mol % palladium hydroxide on carbon (48.5 mg, 0.069 mmol). The flask was evacuated and backfilled with H2(g) three times and stirred under a H2(g) atmosphere (1 atm) at RT for 30 min. The mixture was filtered though a syringe filter and the filtrate was concentrated to yield 1-6. Data for 1-6: LRMS m/z (M+H): 238.1. RXN SMILES: [C:1]([O:4][CH:5]([CH3:25])[CH2:6][CH2:7][C:8]1[CH:13]=[CH:12][C:11]([C:14]2[CH:19]=[CH:18][C:17]([O:20][Si](C)(C)C)=[CH:16][N:15]=2)=[CH:10][CH:9]=1)(=[O:3])[CH3:2].P([O-])([O-])([O-])=[O:27]>C(Cl)(Cl)Cl>[OH:4][CH:5]([CH3:25])[CH2:6][CH2:7][C:8]1[CH:9]=[CH:10][C:11]([C:14]2[CH:19]=[CH:18][C:17]([OH:20])=[CH:16][N:15]=2)=[CH:12][CH:13]=1.[C:1]([O:4][CH:5]([CH3:25])[CH2:6][CH2:7][C:8]1[CH:13]=[CH:12][C:11]([C:14]2([OH:27])[CH:19]=[CH:18][CH:17]=[CH:16][NH:15]2)=[CH:10][CH:9]=1)(=[O:3])[CH3:2]. Procedure: 12 g of 2-[4-(3-acetoxy-1-butyl)phenyl]-5-trimethylsilyloxy-pyridine, 300 ml of 0.3M phosphate buffer solution (pH 7.0), 30 ml of chloroform and 3.0 g of lipase (genus Arthobacter) are reacted to give 4.5 g of (-)-2-[4-(3-hydroxy-1-butyl)-phenyl]-5-hydroxy-pyridine and 4.2 g of (-)-2-[4-(3-acetoxy-1-butyl)phenyl]-2-hydroxy-pyridine. Run in C(Cl)(Cl)Cl (chloroform). The reactants are C(C)(=O)OC(CCC1=CC=C(C=C1)C1=NC=C(C=C1)O[Si](C)(C)C)C (2-[4-(3-acetoxy-1-butyl)phenyl]-5-trimethylsilyloxy-pyridine), P(=O)([O-])([O-])[O-] (phosphate). Yields the product OC(CCC1=CC=C(C=C1)C1=NC=C(C=C1)O)C ((-)-2-[4-(3-hydroxy-1-butyl)-phenyl]-5-hydroxy-pyridine), C(C)(=O)OC(CCC1=CC=C(C=C1)C1(NC=CC=C1)O)C ((-)-2-[4-(3-acetoxy-1-butyl)phenyl]-2-hydroxy-pyridine).